Dataset: the Open Reaction Database (ORD), a public repository of structured organic reaction records. Task: describe an organic reaction: reactants, conditions, products, and yield Reactants: FC1=C(CO)C=C(C=C1)OC(F)F (2-fluoro-5-difluoromethoxybenzyl alcohol), ClC(=O)N1[C@H](CN(C[C@H]1C)C(=O)OC(C)(C)C)C (cis 1-chlorocarbonyl-2,6-dimethyl-4-tert-butoxycarbonylpiperazine). Product: Cl.C[C@@H]1N([C@@H](CNC1)C)C(=O)OCC1=C(C=CC(=C1)OC(F)F)F (2-Fluoro-5-difluoromethoxybenzyl cis-2,6-dimethylpiperazine-1-carboxylate hydrochloride), product. The yield is 84.0%. As a reaction SMILES: [F:1][C:2]1[CH:9]=[CH:8][C:7]([O:10][CH:11]([F:13])[F:12])=[CH:6][C:3]=1[CH2:4][OH:5].[Cl:14][C:15]([N:17]1[C@H:22]([CH3:23])[CH2:21][N:20](C(OC(C)(C)C)=O)[CH2:19][C@@H:18]1[CH3:31])=[O:16]>>[ClH:14].[CH3:31][C@H:18]1[CH2:19][NH:20][CH2:21][C@@H:22]([CH3:23])[N:17]1[C:15]([O:5][CH2:4][C:3]1[CH:6]=[C:7]([O:10][CH:11]([F:12])[F:13])[CH:8]=[CH:9][C:2]=1[F:1])=[O:16] |f:2.3|. Procedure: 2-Fluoro-5-difluoromethoxybenzyl cis-2,6-dimethylpiperazine-1-carboxylate hydrochloride was prepared from 2-fluoro-5-difluoromethoxybenzyl alcohol and cis 1-chlorocarbonyl-2,6-dimethyl-4-tert-butoxycarbonylpiperazine according to the methods described for Examples 52 and 54 to give the product as a white solid (0.1473 g, 84%); νmax (diffuse reflectance)/cm−1 2780, 2314, 1697, 1593, 1501, 1327, 1209, and 1101; δH (400 MHz, DMSO-d6) 9.74 (1H, br), 9.18 (1H, br), 7.35–7.22 (3H, m), 7.20 (1H, t, J 7... The reactants are C#Cc1cccnc1, CC(C)(C)[O-], [K+], C1CCOC1, SC(c1ccccc1)(c1ccccc1)c1ccccc1. The product is C(=Cc1cccnc1)SC(c1ccccc1)(c1ccccc1)c1ccccc1. RXN SMILES: [C:21](#[CH:22])[c:23]1[cH:24][n:25][cH:26][cH:27][cH:28]1.[CH3:29][C:30]([CH3:31])([O-:32])[CH3:33].[K+:34].[O:35]1[CH2:36][CH2:37][CH2:38][CH2:39]1.[c:1]1([C:7]([SH:8])([c:9]2[cH:10][cH:11][cH:12][cH:13][cH:14]2)[c:15]2[cH:16][cH:17][cH:18][cH:19][cH:20]2)[cH:2][cH:3][cH:4][cH:5][cH:6]1>>[c:1]1([C:7]([S:8][CH:22]=[CH:21][c:23]2[cH:24][n:25][cH:26][cH:27][cH:28]2)([c:9]2[cH:10][cH:11][cH:12][cH:13][cH:14]2)[c:15]2[cH:16][cH:17][cH:18][cH:19][cH:20]2)[cH:2][cH:3][cH:4][cH:5][cH:6]1. The reactants are CCCc1c(-c2nc(-c3ccc(C(O)CBr)cc3)no2)noc1-c1ccccc1, CC(C)(C)OC(=O)N1CCCC1CC(=O)O, CCCC[N+](CCCC)(CCCC)CCCC, ClCCl, O=C(O)C(F)(F)F, [OH-]. Product: CCCc1c(-c2nc(-c3ccc(C(O)CN4CCCC4CC(=O)O)cc3)no2)noc1-c1ccccc1. Reaction SMILES: [Br:42][CH2:43][CH:44]([OH:45])[c:46]1[cH:47][cH:48][c:49](-[c:52]2[n:53][o:54][c:55](-[c:57]3[n:58][o:59][c:60](-[c:65]4[cH:66][cH:67][cH:68][cH:69][cH:70]4)[c:61]3[CH2:62][CH2:63][CH3:64])[n:56]2)[cH:50][cH:51]1.[C:1]([O:2][C:6](=[O:3])[N:8]1[CH:9]([CH2:13][C:14](=[O:15])[OH:16])[CH2:10][CH2:11][CH2:12]1)([CH3:4])([CH3:5])[CH3:7].[CH2:25]([N+:26]([CH2:27][CH2:28][CH2:29][CH3:30])([CH2:31][CH2:32][CH2:33][CH3:34])[CH2:35][CH2:36][CH2:37][CH3:38])[CH2:39][CH2:40][CH3:41].[Cl:71][CH2:72][Cl:73].[F:17][C:18]([F:19])([F:20])[C:21]([OH:22])=[O:23].[OH-:24]>>[CH2:6]([N:8]1[CH:9]([CH2:13][C:14](=[O:15])[OH:16])[CH2:10][CH2:11][CH2:12]1)[CH:44]([OH:45])[c:46]1[cH:47][cH:48][c:49](-[c:52]2[n:53][o:54][c:55](-[c:57]3[n:58][o:59][c:60](-[c:65]4[cH:66][cH:67][cH:68][cH:69][cH:70]4)[c:61]3[CH2:62][CH2:63][CH3:64])[n:56]2)[cH:50][cH:51]1. Reactants: C(C1=CC=CC=C1)N1CCC(CC1)OCCO (N-Benzyl-4-(2'-hydroxyethoxy)-piperidine), Br (hydrogen bromide), [H][H] (hydrogen). Reagents/catalysts: [Pd] (palladium on carbon). Solvent: C(C)O (ethanol). The product is Br.OCCOC1CCNCC1 (4-(2'-Hydroxyethoxy)-piperidine hydrobromide). Reaction SMILES: C([N:8]1[CH2:13][CH2:12][CH:11]([O:14][CH2:15][CH2:16][OH:17])[CH2:10][CH2:9]1)C1C=CC=CC=1.[BrH:18].[H][H]>C(O)C.[Pd]>[BrH:18].[OH:17][CH2:16][CH2:15][O:14][CH:11]1[CH2:12][CH2:13][NH:8][CH2:9][CH2:10]1 |f:5.6|. Reported procedure: A solution of (B) (12 g) in ethanol (200 ml) was neutralized with an ethanolic solution of hydrogen bromide and hydrogenated in the presence of 10% palladium on carbon (2.4 g). After 5 hours the uptake of hydrogen ceased and the catalyst was removed by filtration. The filtrate was taken to dryness in vacuo to give (C) as a semicrystalline solid. Reactants: COCN1C=NC=C1 (1-(methoxymethyl)-imidazole), ClC1=CC=C(C(=O)C2=CC=C(C=C2)Cl)C=C1 (4,4'-dichlorobenzophenone), CN(CCN(C)C)C (N,N,N',N'-tetramethylethylenediamine), C(CCC)[Li] (n-butyllithium). The solvent is O1CCCC1 (tetrahydrofuran), O1CCCC1 (tetrahydrofuran), CCCCCC (hexane), O (water). Conditions: temperature -60 celsius, time 1 hour. The product is ClC1=CC=C(C=C1)C(O)(C=1N(C=CN1)COC)C1=CC=C(C=C1)Cl (α,α-bis(p-chlorophenyl)-1-(methoxymethyl)-imidazole-2-methanol). RXN SMILES: [CH3:1][O:2][CH2:3][N:4]1[CH:8]=[CH:7][N:6]=[CH:5]1.CN(C)CCN(C)C.C([Li])CCC.[Cl:22][C:23]1[CH:37]=[CH:36][C:26]([C:27]([C:29]2[CH:34]=[CH:33][C:32]([Cl:35])=[CH:31][CH:30]=2)=[O:28])=[CH:25][CH:24]=1>CCCCCC.O.O1CCCC1>[Cl:22][C:23]1[CH:37]=[CH:36][C:26]([C:27]([C:29]2[CH:34]=[CH:33][C:32]([Cl:35])=[CH:31][CH:30]=2)([C:5]2[N:4]([CH2:3][O:2][CH3:1])[CH:8]=[CH:7][N:6]=2)[OH:28])=[CH:25][CH:24]=1. Procedure details: To a solution of 11.2 g. (0.1 mol) of 1-(methoxymethyl)-imidazole and 13.9 g. (0.12 mol) of N,N,N',N'-tetramethylethylenediamine in 150 ml. of anhydrous tetrahydrofuran 51 ml. (0.12 mol) of n-butyllithium solution in hexane was added with stirring over a period of about one hour and at a temperature of -60° C. Stirring was continued for another 2 hours at -60° C. Cooling was discontinued and 25.1 g. (0.1 mol) of 4,4'-dichlorobenzophenone in 150 ml. of anhydrous tetrahydrofuran was added drop-wis... Reactants: CO, CSCc1cccc2c(C(CCC#N)c3ccc(Cl)cc3Cl)c[nH]c12, ClCCl, O=C(OO)c1cccc(Cl)c1. The product is CS(=O)Cc1cccc2c(C(CCC#N)c3ccc(Cl)cc3Cl)c[nH]c12. As a reaction SMILES: [CH3:40][OH:41].[Cl:1][c:2]1[c:3]([CH:9]([CH2:10][CH2:11][C:12]#[N:13])[c:14]2[cH:15][nH:16][c:17]3[c:18]([CH2:23][S:24][CH3:25])[cH:19][cH:20][cH:21][c:22]23)[cH:4][cH:5][c:6]([Cl:8])[cH:7]1.[Cl:26][CH2:27][Cl:28].[OH:29][O:30][C:31]([c:32]1[cH:33][c:34]([Cl:35])[cH:36][cH:37][cH:38]1)=[O:39]>>[Cl:1][c:2]1[c:3]([CH:9]([CH2:10][CH2:11][C:12]#[N:13])[c:14]2[cH:15][nH:16][c:17]3[c:18]([CH2:23][S:24]([CH3:25])=[O:29])[cH:19][cH:20][cH:21][c:22]23)[cH:4][cH:5][c:6]([Cl:8])[cH:7]1. Reactants: CCOC(C)=O, CC(=O)OI1(OC(C)=O)(OC(C)=O)OC(=O)c2ccccc21, O=C1CCC(=O)N1I, O=c1cc(C(F)(F)F)nc(-c2ccccn2)[nH]1. The product is O=c1[nH]c(-c2ccccn2)nc(C(F)(F)F)c1I. As a reaction SMILES: [CH3:26][CH2:27][O:28][C:29](=[O:30])[CH3:31].[CH3:32][C:33]([O:34][I:35]1([O:45][C:46]([CH3:47])=[O:48])([O:49][C:50]([CH3:51])=[O:52])[c:36]2[c:37]([cH:38][cH:39][cH:40][cH:41]2)[C:42](=[O:43])[O:44]1)=[O:53].[I:18][N:19]1[C:20](=[O:21])[CH2:22][CH2:23][C:24]1=[O:25].[n:1]1[c:2](-[c:7]2[n:8][c:9]([C:14]([F:15])([F:16])[F:17])[cH:10][c:11](=[O:13])[nH:12]2)[cH:3][cH:4][cH:5][cH:6]1>>[n:1]1[c:2](-[c:7]2[n:8][c:9]([C:14]([F:15])([F:16])[F:17])[c:10]([I:18])[c:11](=[O:13])[nH:12]2)[cH:3][cH:4][cH:5][cH:6]1. Starting materials: ClC=1C=CC(=C(C1)C1=CC(N(C=C1C#N)C(C(=O)O)C)=O)C#N (2-[4-(5-chloro-2-cyanophenyl)-5-cyano-2-oxopyridin-1(2H)-yl]propanoic acid), NC1=CC=C(C(=O)OC(C)(C)C)C=C1 (tert-butyl 4-aminobenzoate). The product is ClC=1C=CC(=C(C1)C1=CC(N(C=C1C#N)C(C(=O)NC1=CC=C(C(=O)OC(C)(C)C)C=C1)C)=O)C#N (tert-Butyl 4-({2-[4-(5-chloro-2-cyanophenyl)-5-cyano-2-oxopyridin-1(2H)-yl]propanoyl}amino)benzoate). As a reaction SMILES: [Cl:1][C:2]1[CH:3]=[CH:4][C:5]([C:22]#[N:23])=[C:6]([C:8]2[C:13]([C:14]#[N:15])=[CH:12][N:11]([CH:16]([CH3:20])[C:17](O)=[O:18])[C:10](=[O:21])[CH:9]=2)[CH:7]=1.[NH2:24][C:25]1[CH:37]=[CH:36][C:28]([C:29]([O:31][C:32]([CH3:35])([CH3:34])[CH3:33])=[O:30])=[CH:27][CH:26]=1>>[Cl:1][C:2]1[CH:3]=[CH:4][C:5]([C:22]#[N:23])=[C:6]([C:8]2[C:13]([C:14]#[N:15])=[CH:12][N:11]([CH:16]([CH3:20])[C:17]([NH:24][C:25]3[CH:37]=[CH:36][C:28]([C:29]([O:31][C:32]([CH3:33])([CH3:34])[CH3:35])=[O:30])=[CH:27][CH:26]=3)=[O:18])[C:10](=[O:21])[CH:9]=2)[CH:7]=1. Procedure: 240 mg (purity 85%, 0.62 mmol) of 2-[4-(5-chloro-2-cyanophenyl)-5-cyano-2-oxopyridin-1(2H)-yl]propanoic acid (racemate) and 1.1 eq. of tert-butyl 4-aminobenzoate were reacted according to General Method 5A. Yield: 93 mg (30% of theory) The reactants are CCCCC(=O)Cl, COc1ccc2cc(-c3cc4ccccc4o3)ccc2c1, CCOC(C)=O, ClC(Cl)Cl, Cl[Sn](Cl)(Cl)Cl. The product is CCCCC(=O)c1c(-c2ccc3cc(OC)ccc3c2)oc2ccccc12. RXN SMILES: [C:22]([CH2:23][CH2:24][CH2:25][CH3:26])(=[O:27])[Cl:28].[CH3:1][O:2][c:3]1[cH:4][c:5]2[cH:6][cH:7][c:8](-[c:13]3[o:14][c:15]4[c:16]([cH:17]3)[cH:18][cH:19][cH:20][cH:21]4)[cH:9][c:10]2[cH:11][cH:12]1.[CH3:38][CH2:39][O:40][C:41](=[O:42])[CH3:43].[CH:34]([Cl:35])([Cl:36])[Cl:37].[Sn:29]([Cl:30])([Cl:31])([Cl:32])[Cl:33]>>[CH3:1][O:2][c:3]1[cH:4][c:5]2[cH:6][cH:7][c:8](-[c:13]3[o:14][c:15]4[c:16]([c:17]3[C:22]([CH2:23][CH2:24][CH2:25][CH3:26])=[O:27])[cH:18][cH:19][cH:20][cH:21]4)[cH:9][c:10]2[cH:11][cH:12]1.